This data is from the Open Reaction Database (ORD), a public repository of structured organic reaction records. The task is: describe an organic reaction: reactants, conditions, products, and yield Starting materials: COc1ccc2cc(C#N)sc2c1, [Cl-], O, c1cc[nH+]cc1. Product: N#Cc1cc2ccc(O)cc2s1. RXN SMILES: [CH3:1][O:2][c:3]1[cH:4][cH:5][c:6]2[c:7]([s:8][c:9]([C:11]#[N:12])[cH:10]2)[cH:13]1.[Cl-:14].[OH2:21].[nH+:15]1[cH:16][cH:17][cH:18][cH:19][cH:20]1>>[OH:2][c:3]1[cH:4][cH:5][c:6]2[c:7]([s:8][c:9]([C:11]#[N:12])[cH:10]2)[cH:13]1. Reactants: [H-].[Na+] (sodium hydride), [N+](=O)([O-])C1=C(C(=CC=C1)C(F)(F)F)CC(C1=CC=C(C=C1)OC)C(C(=O)OC)C(=O)OC ([2-(2-Nitro-6-trifluoromethylphenyl)-1-(4-methoxyphenyl)ethyl]propanedioic acid, dimethyl ester), C(C=C)Br (allyl bromide). The solvent is CN(C=O)C (dimethylformamide). Product: C(C=C)C(C(=O)OC)(C(=O)OC)C(CC1=C(C=CC=C1C(F)(F)F)[N+](=O)[O-])C1=CC=C(C=C1)OC (α-(2-Propenyl)-[2-(2-nitro-6-trifluoromethylphenyl)-1-(4-methoxyphenyl)ethyl]propanedioic acid, dimethyl ester). Yield: 97.6%. As a reaction SMILES: [N+:1]([C:4]1[CH:9]=[CH:8][CH:7]=[C:6]([C:10]([F:13])([F:12])[F:11])[C:5]=1[CH2:14][CH:15]([CH:24]([C:29]([O:31][CH3:32])=[O:30])[C:25]([O:27][CH3:28])=[O:26])[C:16]1[CH:21]=[CH:20][C:19]([O:22][CH3:23])=[CH:18][CH:17]=1)([O-:3])=[O:2].[H-].[Na+].[CH2:35](Br)[CH:36]=[CH2:37]>CN(C)C=O>[CH2:37]([C:24]([CH:15]([C:16]1[CH:21]=[CH:20][C:19]([O:22][CH3:23])=[CH:18][CH:17]=1)[CH2:14][C:5]1[C:6]([C:10]([F:11])([F:12])[F:13])=[CH:7][CH:8]=[CH:9][C:4]=1[N+:1]([O-:3])=[O:2])([C:29]([O:31][CH3:32])=[O:30])[C:25]([O:27][CH3:28])=[O:26])[CH:36]=[CH2:35] |f:1.2|. Reported procedure: [2-(2-Nitro-6-trifluoromethylphenyl)-1-(4-methoxyphenyl)ethyl]propanedioic acid, dimethyl ester (14.55 g; 31.96 mmole) was dissolved in dry dimethylformamide (90 ml) under argon. Prewashed 50% sodium hydride (1.85 g; 38.5 mmole) was added with stirring and stirring was continued for 20 minutes before allyl bromide (19.33 g; 159.8 mmole; 13.8 ml; d=1.398; 5 eq.) was added dropwise. The mixture was quenched (1N hydrochloric acid) after a few minutes of reaction time, and extracted with ethyl aceta... The reactants are CCCCc1nc(C(F)(F)F)ccc1C=CC(=O)O, Cl, Cc1cc(CN)cc(F)c1NS(C)(=O)=O. As a reaction SMILES: [CH2:17]([CH2:18][CH2:19][CH3:20])[c:21]1[n:22][c:23]([C:32]([F:33])([F:34])[F:35])[cH:24][cH:25][c:26]1[CH:27]=[CH:28][C:29](=[O:30])[OH:31].[ClH:16].[NH2:1][CH2:2][c:3]1[cH:4][c:5]([F:15])[c:6]([NH:10][S:11](=[O:12])(=[O:13])[CH3:14])[c:7]([CH3:9])[cH:8]1>>[NH:1]([CH2:2][c:3]1[cH:4][c:5]([F:15])[c:6]([NH:10][S:11](=[O:12])(=[O:13])[CH3:14])[c:7]([CH3:9])[cH:8]1)[C:29]([CH:28]=[CH:27][c:26]1[c:21]([CH2:17][CH2:18][CH2:19][CH3:20])[n:22][c:23]([C:32]([F:33])([F:34])[F:35])[cH:24][cH:25]1)=[O:30]. Yields the product CCCCc1nc(C(F)(F)F)ccc1C=CC(=O)NCc1cc(C)c(NS(C)(=O)=O)c(F)c1. The reactants are O=C([O-])[O-], CCO, Cc1ccccc1, [Na+], [Na+], O, O=C(C1CCC(Nc2nccc(-n3nnc4c(I)cccc43)n2)CC1)N1CCC(O)CC1, c1ccc(P(c2ccccc2)(c2ccccc2)[Pd](P(c2ccccc2)(c2ccccc2)c2ccccc2)(P(c2ccccc2)(c2ccccc2)c2ccccc2)P(c2ccccc2)(c2ccccc2)c2ccccc2)cc1, OB(O)c1ccsc1. Product: O=C(C1CCC(Nc2nccc(-n3nnc4c(-c5ccsc5)cccc43)n2)CC1)N1CCC(O)CC1. RXN SMILES: [C:41](=[O:42])([O-:43])[O-:44].[CH3:132][CH2:133][OH:134].[CH3:47][c:48]1[cH:49][cH:50][cH:51][cH:52][cH:53]1.[Na+:45].[Na+:46].[OH2:54].[OH:1][CH:2]1[CH2:3][CH2:4][N:5]([C:8](=[O:9])[CH:10]2[CH2:11][CH2:12][CH:13]([NH:16][c:17]3[n:18][cH:19][cH:20][c:21](-[n:23]4[n:24][n:25][c:26]5[c:27]4[cH:28][cH:29][cH:30][c:31]5[I:32])[n:22]3)[CH2:14][CH2:15]2)[CH2:6][CH2:7]1.[cH:55]1[cH:56][cH:57][c:58]([P:59]([Pd:60]([P:61]([c:62]2[cH:63][cH:64][cH:65][cH:66][cH:67]2)([c:68]2[cH:69][cH:70][cH:71][cH:72][cH:73]2)[c:74]2[cH:75][cH:76][cH:77][cH:78][cH:79]2)([P:80]([c:81]2[cH:82][cH:83][cH:84][cH:85][cH:86]2)([c:87]2[cH:88][cH:89][cH:90][cH:91][cH:92]2)[c:93]2[cH:94][cH:95][cH:96][cH:97][cH:98]2)[P:99]([c:100]2[cH:101][cH:102][cH:103][cH:104][cH:105]2)([c:106]2[cH:107][cH:108][cH:109][cH:110][cH:111]2)[c:112]2[cH:113][cH:114][cH:115][cH:116][cH:117]2)([c:118]2[cH:119][cH:120][cH:121][cH:122][cH:123]2)[c:124]2[cH:125][cH:126][cH:127][cH:128][cH:129]2)[cH:130][cH:131]1.[s:33]1[cH:34][c:35]([B:38]([OH:39])[OH:40])[cH:36][cH:37]1>>[OH:1][CH:2]1[CH2:3][CH2:4][N:5]([C:8](=[O:9])[CH:10]2[CH2:11][CH2:12][CH:13]([NH:16][c:17]3[n:18][cH:19][cH:20][c:21](-[n:23]4[n:24][n:25][c:26]5[c:27]4[cH:28][cH:29][cH:30][c:31]5-[c:35]4[cH:34][s:33][cH:37][cH:36]4)[n:22]3)[CH2:14][CH2:15]2)[CH2:6][CH2:7]1. The reactants are C(#N)C1=C(N)C(=CC(=C1)OC(F)(F)F)[N+](=O)[O-] (2-Cyano-6-nitro-4-trifluoromethoxyaniline), ClC1=C(C=C(C=C1[N+](=O)[O-])OC(F)(F)F)C#N (4-chloro-3-cyano-5-nitrotrifluoromethoxybenzene), N(=O)OC(C)(C)C (tertiary butyl nitrite), NC1=C(C=C(C=C1C#N)C(F)(F)F)Cl (4-amino-3-chloro-5-cyano-trifluoromethylbenzene). Reagents/catalysts: [Cu](Cl)Cl (copper (II) chloride). Solvent: Cl (hydrochloric acid), C(C)#N (acetonitrile), C(C)#N (acetonitrile). Reaction conditions: time 2 hour. Product: C(#N)C=1C=C(C=C(C1Cl)Cl)C(F)(F)F (3-cyano-4,5-dichloro-trifluoromethylbenzene). RXN SMILES: C(C1C=C(OC(F)(F)F)C=C([N+]([O-])=O)C=1N)#N.[Cl:18]C1C([N+]([O-])=O)=CC(OC(F)(F)F)=CC=1C#N.N[C:36]1[C:41]([C:42]#[N:43])=[CH:40][C:39]([C:44]([F:47])([F:46])[F:45])=[CH:38][C:37]=1[Cl:48].N(OC(C)(C)C)=O>C(#N)C.Cl.[Cu](Cl)Cl>[C:42]([C:41]1[CH:40]=[C:39]([C:44]([F:47])([F:46])[F:45])[CH:38]=[C:37]([Cl:48])[C:36]=1[Cl:18])#[N:43]. Procedure: 2-Cyano-6-nitro-4-trifluoromethoxyaniline was converted into 4-chloro-3-cyano-5-nitrotrifluoromethoxybenzene using the general method illustrated in Preparation 5 of EP 0 398 499. In such Preparation, 4-amino-3-chloro-5-cyano-trifluoromethylbenzene (5.1 g) in dry acetonitrile (0.25 ml) was added dropwise to a stirred suspension of copper (II) chloride (3.72 g) and tertiary butyl nitrite (12.24 g) in dry acetonitrile (75 ml) whilst the temperature was maintained between 0° and +5° C. After the ad... Starting materials: ClC1=NC=C(C(=O)Cl)C=C1 (6-chloronicotinoyl chloride), CC1=CC(=C(N)C=C1)[N+](=O)[O-] (4-methyl-2-nitroaniline). Product: ClC1=CC=C(C=N1)C(=O)NC1=C(C=C(C=C1)C)[N+](=O)[O-] (6-Chloro-N-(4-methyl-2-nitrophenyl)-3-pyridinecarboxamide). Reaction SMILES: [Cl:1][C:2]1[CH:10]=[CH:9][C:5]([C:6](Cl)=[O:7])=[CH:4][N:3]=1.[CH3:11][C:12]1[CH:18]=[CH:17][C:15]([NH2:16])=[C:14]([N+:19]([O-:21])=[O:20])[CH:13]=1>>[Cl:1][C:2]1[N:3]=[CH:4][C:5]([C:6]([NH:16][C:15]2[CH:17]=[CH:18][C:12]([CH3:11])=[CH:13][C:14]=2[N+:19]([O-:21])=[O:20])=[O:7])=[CH:9][CH:10]=1. Procedure: The title compound was prepared from 6-chloronicotinoyl chloride and 4-methyl-2-nitroaniline and was obtained as a yellow solid as described in Example 1. 1H NMR (CDCl3): 11.29 (s, 1H), 9.02 (d, J=2.7, 1H), 8.81 (d, J=8.7, 1H), 8.24-8.21 (m, 1H), 8.11 (s, 1H), 7.58-7.50 (m, 2H), 2.44 (s, 3H). Starting materials: Cl.COC1=C(N)C=CC(=C1)N1CCC(CC1)N1CCN(CC1)S(=O)(=O)C (2-(methyloxy)-4-{4-[4-(methylsulfonyl)-1-piperazinyl]-1-piperidinyl}aniline hydrochloride), ClC=1N=C(C2=C(N1)N(C=C2)S(=O)(=O)C2=CC=C(C=C2)C)NC2=C(C(=O)N)C(=CC=C2)F (2-({2-chloro-7-[(4-methylphenyl)sulfonyl]-7H-pyrrolo[2,3-d]pyrimidin-4-yl}amino)-6-fluorobenzamide), Cl (HCl), O1CCOCC1 (dioxane), C(=O)(O)[O-].[Na+] (NaHCO3). Run in C(Cl)Cl (CH2Cl2). The product is FC1=C2C(N3C(=NC2=CC=C1)C1=C(N=C3NC3=C(C=C(C=C3)N3CCC(CC3)N3CCN(CC3)S(=O)(=O)C)OC)N(C=C1)S(=O)(=O)C1=CC=C(C=C1)C)=O (8-fluoro-5-[(2-(methyloxy)-4-{4-[4-(methylsulfonyl)-1-piperazinyl]-1-piperidinyl}phenyl)amino]-3-[(4-methylphenyl)sulfonyl]pyrrolo[2′,3′:4,5]pyrimido[6,1-b]quinazolin-7(3H)-one). Isolated yield 89.1%. As a reaction SMILES: Cl.[CH3:2][O:3][C:4]1[CH:10]=[C:9]([N:11]2[CH2:16][CH2:15][CH:14]([N:17]3[CH2:22][CH2:21][N:20]([S:23]([CH3:26])(=[O:25])=[O:24])[CH2:19][CH2:18]3)[CH2:13][CH2:12]2)[CH:8]=[CH:7][C:5]=1[NH2:6].Cl[C:28]1[N:29]=[C:30]([NH:47][C:48]2[CH:56]=[CH:55][CH:54]=[C:53]([F:57])[C:49]=2[C:50](N)=[O:51])[C:31]2[CH:36]=[CH:35][N:34]([S:37]([C:40]3[CH:45]=[CH:44][C:43]([CH3:46])=[CH:42][CH:41]=3)(=[O:39])=[O:38])[C:32]=2[N:33]=1.Cl.O1CCOCC1.C([O-])(O)=O.[Na+]>C(Cl)Cl>[F:57][C:53]1[CH:54]=[CH:55][CH:56]=[C:48]2[C:49]=1[C:50](=[O:51])[N:29]1[C:28]([NH:6][C:5]3[CH:7]=[CH:8][C:9]([N:11]4[CH2:16][CH2:15][CH:14]([N:17]5[CH2:18][CH2:19][N:20]([S:23]([CH3:26])(=[O:25])=[O:24])[CH2:21][CH2:22]5)[CH2:13][CH2:12]4)=[CH:10][C:4]=3[O:3][CH3:2])=[N:33][C:32]3[N:34]([S:37]([C:40]4[CH:41]=[CH:42][C:43]([CH3:46])=[CH:44][CH:45]=4)(=[O:38])=[O:39])[CH:35]=[CH:36][C:31]=3[C:30]1=[N:47]2 |f:0.1,5.6|. Reported procedure: A solution of 2-(methyloxy)-4-{4-[4-(methylsulfonyl)-1-piperazinyl]-1-piperidinyl}aniline hydrochloride (3 g, 7.41 mmol) and 2-({2-chloro-7-[(4-methylphenyl)sulfonyl]-7H-pyrrolo[2,3-d]pyrimidin-4-yl}amino)-6-fluorobenzamide (3 g, 6.52 mmol) in trifluroroethanol (200 mL) and HCl in dioxane (14.16 ml, 56.6 mmol) and KI (300 mg, 1.807 mmol) was stirred at 90° C. in a 300 mL pressure vessel behind a blast shield for 15 hours. After cooling to rt, the solution was neutralized with aqueous NaHCO3 (400...